Dataset: the Open Reaction Database (ORD), a public repository of structured organic reaction records. Task: describe an organic reaction: reactants, conditions, products, and yield Reactants: C(CCC)OC=1C(C(=CC(C1)(C)OC)OCCCC)=O (2,6-dibutoxy-4-methoxy-4-methyl-2,5-cyclohexadienone), [Cl-].[Al+3].[Cl-].[Cl-] (aluminum chloride). Product: C(CCC)OC=1C(C(=CC(C1)=C)OCCCC)=O (2,6-dibutoxy-4-methylidene-2,5-cyclohexadienone). Isolated yield 97.9%. Reaction SMILES: [CH2:1]([O:5][C:6]1[C:7](=[O:20])[C:8]([O:15][CH2:16][CH2:17][CH2:18][CH3:19])=[CH:9][C:10](OC)([CH3:12])[CH:11]=1)[CH2:2][CH2:3][CH3:4].[Cl-].[Al+3].[Cl-].[Cl-]>>[CH2:1]([O:5][C:6]1[C:7](=[O:20])[C:8]([O:15][CH2:16][CH2:17][CH2:18][CH3:19])=[CH:9][C:10](=[CH2:12])[CH:11]=1)[CH2:2][CH2:3][CH3:4] |f:1.2.3.4|. Reported procedure: The procedure of Example 6 was repeated by using 250 mg of 2,6-dibutoxy-4-methoxy-4-methyl-2,5-cyclohexadienone and 20 mg of aluminum chloride, recovering 234 g of an oily crude product. The crude product was purified by silica gel column chromatography using a 20:1 benzene-ethyl acetate mixture, giving 217 mg of 2,6-dibutoxy-4-methylidene-2,5-cyclohexadienone in 87% of theoretical yield. The compound thus obtained was identified by NMR. The reactants are COc1ccc(C2=CCNC(CO)C2)cc1, CCOC(C)=O, [Na+], [Na+], O=C([O-])[O-], Cc1ccc(S(=O)(=O)Cl)cc1. The product is COc1ccc(C2=CCN(S(=O)(=O)c3ccc(C)cc3)C(CO)C2)cc1. Reaction SMILES: [CH3:1][O:2][c:3]1[cH:4][cH:5][c:6]([C:9]2=[CH:14][CH2:13][NH:12][CH:11]([CH2:15][OH:16])[CH2:10]2)[cH:7][cH:8]1.[CH3:28][CH2:29][O:30][C:31](=[O:32])[CH3:33].[Na+:34].[Na+:35].[O-:36][C:37](=[O:38])[O-:39].[c:17]1([CH3:27])[cH:18][cH:19][c:20]([S:23](=[O:24])(=[O:25])[Cl:26])[cH:21][cH:22]1>>[CH3:1][O:2][c:3]1[cH:4][cH:5][c:6]([C:9]2=[CH:14][CH2:13][N:12]([S:23]([c:20]3[cH:19][cH:18][c:17]([CH3:27])[cH:22][cH:21]3)(=[O:24])=[O:25])[CH:11]([CH2:15][OH:16])[CH2:10]2)[cH:7][cH:8]1. The reactants are Cc1cc(N)c2[nH]c(-c3ccccn3)cc2c1, O=C1CCOCC1. Product: Cc1cc(NC2CCOCC2)c2[nH]c(-c3ccccn3)cc2c1. RXN SMILES: [NH2:1][c:2]1[cH:3][c:4]([CH3:17])[cH:5][c:6]2[cH:7][c:8](-[c:11]3[n:12][cH:13][cH:14][cH:15][cH:16]3)[nH:9][c:10]12.[O:18]=[C:19]1[CH2:20][CH2:21][O:22][CH2:23][CH2:24]1>>[NH:1]([c:2]1[cH:3][c:4]([CH3:17])[cH:5][c:6]2[cH:7][c:8](-[c:11]3[n:12][cH:13][cH:14][cH:15][cH:16]3)[nH:9][c:10]12)[CH:19]1[CH2:20][CH2:21][O:22][CH2:23][CH2:24]1. Reactants: OC=1C=C(C=CC1)NS(=O)(=O)C1=CC=2C(C3=CC(=CC=C3C(C2C=C1)=O)S(=O)(=O)NC1=CC(=CC=C1)O)=O (N,N′-bis(3-Hydroxyphenyl)-9,10-dioxo-9,10-dihydro-2,7-anthracenedisulfonamide), Cl.NO (hydroxylamine hydrochloride). Yield: 17.7%. Yields the product ON=C1C=2C=CC(=CC2C(C2=CC(=CC=C12)S(=O)(=O)NC1=CC(=CC=C1)O)=O)S(=O)(=O)NC1=CC(=CC=C1)O (10-(Hydroxyimino)-N,N′-bis(3-hydroxyphenyl)-9-oxo-9,10-dihydro-2,7-anthracenedisulfonamide). The solvent is CO (methanol). As a reaction SMILES: [OH:1][C:2]1[CH:3]=[C:4]([NH:8][S:9]([C:12]2[CH:25]=[CH:24][C:23]3[C:22](=O)[C:21]4[C:16](=[CH:17][C:18]([S:27]([NH:30][C:31]5[CH:36]=[CH:35][CH:34]=[C:33]([OH:37])[CH:32]=5)(=[O:29])=[O:28])=[CH:19][CH:20]=4)[C:15](=[O:38])[C:14]=3[CH:13]=2)(=[O:11])=[O:10])[CH:5]=[CH:6][CH:7]=1.Cl.[NH2:40][OH:41]>CO>[OH:41][N:40]=[C:22]1[C:23]2[C:14](=[CH:13][C:12]([S:9]([NH:8][C:4]3[CH:5]=[CH:6][CH:7]=[C:2]([OH:1])[CH:3]=3)(=[O:11])=[O:10])=[CH:25][CH:24]=2)[C:15](=[O:38])[C:16]2[CH:17]=[C:18]([S:27]([NH:30][C:31]3[CH:36]=[CH:35][CH:34]=[C:33]([OH:37])[CH:32]=3)(=[O:29])=[O:28])[CH:19]=[CH:20][C:21]1=2 |f:1.2|. Procedure details: The product from Example 10B (110 mg, 0.2 mmol) and hydroxylamine hydrochloride (0.69 g, 10 mmol) were dissolved in methanol (6 ml) and heated at reflux for 18 hours. The mixture was allowed to cool to room temperature and the methanol was removed under reduced pressure. The residue was taken up in water, extracted with 10% methanol in methylene chloride, the aqueous layer was brought to pH 7 with aqueous sodium bicarbonate, and extracted again with ethyl acetate. All the organic layers were com... Starting materials: N1N=CN=C1 (1,2,4-triazole), ClC=1N=C(C2=C(N1)SC(=C2C)C)NCC2=CC1=C(C=C2)OCO1 (2-chloro-5,6-dimethyl-4-(3,4-methylenedioxybenzylamino)-thieno-[2,3-d]-pyrimidine). The product is N1(N=CN=C1)C=1N=C(C2=C(N1)SC(=C2C)C)NCC2=CC1=C(C=C2)OCO1 (2-(1,2,4-triazol-1-yl)-5,6-dimethyl-4-(3,4-methylenedioxybenzylamino)-thieno-[2,3-d]-pyrimidine). As a reaction SMILES: [NH:1]1[CH:5]=[N:4][CH:3]=[N:2]1.Cl[C:7]1[N:8]=[C:9]([NH:18][CH2:19][C:20]2[CH:25]=[CH:24][C:23]3[O:26][CH2:27][O:28][C:22]=3[CH:21]=2)[C:10]2[C:15]([CH3:16])=[C:14]([CH3:17])[S:13][C:11]=2[N:12]=1>>[N:1]1([C:7]2[N:8]=[C:9]([NH:18][CH2:19][C:20]3[CH:25]=[CH:24][C:23]4[O:26][CH2:27][O:28][C:22]=4[CH:21]=3)[C:10]3[C:15]([CH3:16])=[C:14]([CH3:17])[S:13][C:11]=3[N:12]=2)[CH:5]=[N:4][CH:3]=[N:2]1. Procedure: Following the procedure of Example 97, the reaction of 1,2,4-triazole with 2-chloro-5,6-dimethyl-4-(3,4-methylenedioxybenzylamino)-thieno-[2,3-d]-pyrimidine gives 2-(1,2,4-triazol-1-yl)-5,6-dimethyl-4-(3,4-methylenedioxybenzylamino)-thieno-[2,3-d]-pyrimidine. Reactants: CC(=O)C=1C=CC(=CC1O)O (2,4-dihydroxyacetophenone), [OH-].[K+] (potassium hydroxide), COC=1C=CC(=CC1)C=O (anisaldehyde), solution, Cl (hydrochloric acid). Run in C(C)O (ethanol). Conditions: temperature 0 celsius. Yields the product OC1=C(C=CC(=C1)O)C=CC(=O)C1=CC=C(C=C1)OC (2,4-dihydroxy-4'-methoxychalcone). As a reaction SMILES: [CH3:1][C:2]([C:4]1[CH:5]=[CH:6][C:7]([OH:11])=[CH:8][C:9]=1[OH:10])=O.[OH-].[K+].[CH3:14][O:15][C:16]1[CH:17]=[CH:18][C:19]([CH:22]=[O:23])=[CH:20][CH:21]=1.Cl>C(O)C>[OH:10][C:9]1[CH:8]=[C:7]([OH:11])[CH:6]=[CH:5][C:4]=1[CH:2]=[CH:1][C:22]([C:19]1[CH:20]=[CH:21][C:16]([O:15][CH3:14])=[CH:17][CH:18]=1)=[O:23] |f:1.2|. Reported procedure: A mixture of 3.04 g (0.02 mole) of 2,4-dihydroxyacetophenone, 10 ml of 60% strength aqueous potassium hydroxide and 10 ml of ethanol is cooled to 0° C. 2.72 g (0.02 mole) of anisaldehyde are added with stirring and the reaction mixture is heated to 50° C. for 4 hours. The mixture is then poured into a 10% solution of hydrochloric acid. The precipitate formed is filtered off, washed three times with water and is dried. It is then taken up with ethyl acetate, is treated with animal charcoal and is... Reactants: OC1=C(C2=C(C(CO2)=O)C=C1)CN1CCN(CC1)C(=O)OC(C)(C)C (tert-butyl 4-[(6-hydroxy-3-oxo-2,3-dihydrobenzofuran-7-yl)methyl]piperazine-1-carboxylate), BrC=1C=C2C(=NC1)NC=C2C=O (5-bromo-1H-pyrrolo[2,3-b]pyridine-3-carboxaldehyde). Reagents/catalysts: N1CCCCC1 (piperidine). Solvent: CO (methanol). Conditions: temperature 50 celsius, time 2 hour. Product: BrC=1C=C2C(=NC1)NC=C2\C=C\2/OC1=C(C2=O)C=CC(=C1CN1CCN(CC1)C(=O)OC(C)(C)C)O (tert-butyl (Z)-4-({2-[(5-bromo-1H-pyrrolo[2,3-b]pyridin-3-yl)methylene]-6-hydroxy-3-oxo-2,3-dihydrobenzofuran-7-yl}methyl)piperazine-1-carboxylate). Yield: 73.7%. RXN SMILES: [OH:1][C:2]1[CH:11]=[CH:10][C:5]2[C:6](=[O:9])[CH2:7][O:8][C:4]=2[C:3]=1[CH2:12][N:13]1[CH2:18][CH2:17][N:16]([C:19]([O:21][C:22]([CH3:25])([CH3:24])[CH3:23])=[O:20])[CH2:15][CH2:14]1.[Br:26][C:27]1[CH:28]=[C:29]2[C:35]([CH:36]=O)=[CH:34][NH:33][C:30]2=[N:31][CH:32]=1>CO.N1CCCCC1>[Br:26][C:27]1[CH:28]=[C:29]2[C:35](/[CH:36]=[C:7]3\[O:8][C:4]4[C:3]([CH2:12][N:13]5[CH2:14][CH2:15][N:16]([C:19]([O:21][C:22]([CH3:25])([CH3:24])[CH3:23])=[O:20])[CH2:17][CH2:18]5)=[C:2]([OH:1])[CH:11]=[CH:10][C:5]=4[C:6]\3=[O:9])=[CH:34][NH:33][C:30]2=[N:31][CH:32]=1. Procedure: A solution of tert-butyl 4-[(6-hydroxy-3-oxo-2,3-dihydrobenzofuran-7-yl)methyl]piperazine-1-carboxylate (0.020 g, 0.058 mmol) obtained in Example A16, Step 1 in methanol (1.0 mL) was added with 5-bromo-1H-pyrrolo[2,3-b]pyridine-3-carboxaldehyde (0.010 g, 0.044 mmol). Then, the mixture was added with 5 drops of piperidine, and the mixture was stirred at 50° C. for 2 hours. The solvent was evaporated under reduced pressure, and then the residue was suspended in methylene chloride and thereby washe... Starting materials: C1CCOC1, CO, COC(=O)Cc1c(C)n(Cc2cccnc2)c2ncccc12, [Na+], [OH-]. Product: Cc1c(CC(=O)O)c2cccnc2n1Cc1cccnc1. Reaction SMILES: [CH2:25]1[O:26][CH2:27][CH2:28][CH2:29]1.[CH3:30][OH:31].[CH3:3][O:4][C:5]([CH2:6][c:7]1[c:8]([CH3:23])[n:9]([CH2:16][c:17]2[cH:18][n:19][cH:20][cH:21][cH:22]2)[c:10]2[n:11][cH:12][cH:13][cH:14][c:15]12)=[O:24].[Na+:2].[OH-:1]>>[O:4]=[C:5]([CH2:6][c:7]1[c:8]([CH3:23])[n:9]([CH2:16][c:17]2[cH:18][n:19][cH:20][cH:21][cH:22]2)[c:10]2[n:11][cH:12][cH:13][cH:14][c:15]12)[OH:24]. RXN SMILES: C[O:2][C:3](=[O:28])[CH2:4][CH2:5][CH2:6][S:7][C:8]1[N:9]=[C:10]2[CH:15]=[CH:14][CH:13]=[CH:12][N:11]2[C:16]=1[CH2:17][C:18]1[C:19]2[C:26]([CH3:27])=[CH:25][CH:24]=[CH:23][C:20]=2[S:21][CH:22]=1.O.[OH-].[Li+]>C1COCC1.O>[CH3:27][C:26]1[C:19]2[C:18]([CH2:17][C:16]3[N:11]4[CH:12]=[CH:13][CH:14]=[CH:15][C:10]4=[N:9][C:8]=3[S:7][CH2:6][CH2:5][CH2:4][C:3]([OH:28])=[O:2])=[CH:22][S:21][C:20]=2[CH:23]=[CH:24][CH:25]=1 |f:1.2.3|. Product: CC1=CC=CC=2SC=C(C21)CC2=C(N=C1N2C=CC=C1)SCCCC(=O)O (4-[3-(4-Methyl-benzo[b]thiophen-3-ylmethyl)-imidazo[1,2-a]pyridin-2-ylsulfanyl]-butyric acid). Solvent: C1CCOC1 (THF), O (water). Reaction conditions: temperature 40 celsius, time 3 hour. Starting materials: COC(CCCSC=1N=C2N(C=CC=C2)C1CC=1C2=C(SC1)C=CC=C2C)=O (4-[3-(4-methyl-benzo[b]thiophen-3-ylmethyl)-imidazo[1,2-a]pyridin-2-ylsulfanyl]-butyric acid methyl ester), O.[OH-].[Li+] (lithium hydroxide monohydrate). Procedure: A solution of 100 mg (0.24 mmol) of 4-[3-(4-methyl-benzo[b]thiophen-3-ylmethyl)-imidazo[1,2-a]pyridin-2-ylsulfanyl]-butyric acid methyl ester in 2 mL of THF is treated with a solution of 20 mg (0.48 mmol) of lithium hydroxide monohydrate in 1 mL of water at room temperature. The resulting mixture is heated to 40° C., and stirred at this temperature for 3 h. The reaction mixture is then cooled to room temperature and concentrated in vacuo. The residue is diluted with water and neutralized with 1N...